This data is from the Open Reaction Database (ORD), a public repository of structured organic reaction records. The task is: describe an organic reaction: reactants, conditions, products, and yield Procedure details: A mixture of ethyl butyrylacetate (100 g, 0.63 mol), triethyl orthoformate (210 ml, 1.26 mol) and acetic anhydride (60 ml, 0.63 mol) was heated under reflux for 6 hours, then excess triethyl orthoformate evaporated in vacuo. 2-Methyl aniline (67 ml, 0.63 mol) was added to the residue, the mixture heated at reflux for 30 minutes then poured into petroleum ether. Filtration and washing gave ethyl 2-butyryl-3-(2-methylphenylamino)acrylate (67 g, 38%) as a mixture of E and Z isomers. The mother liqu... The yield is 38.6%. Run in petroleum ether. Reactants: C(CCC)(=O)CC(=O)OCC (ethyl butyrylacetate), C(OCC)(OCC)OCC (triethyl orthoformate), C(C)(=O)OC(C)=O (acetic anhydride), CC1=C(N)C=CC=C1 (2-Methyl aniline). Reaction SMILES: [C:1]([CH2:6][C:7]([O:9][CH2:10][CH3:11])=[O:8])(=[O:5])[CH2:2][CH2:3][CH3:4].[CH:12](OCC)(OCC)OCC.C(OC(=O)C)(=O)C.[CH3:29][C:30]1[CH:36]=[CH:35][CH:34]=[CH:33][C:31]=1[NH2:32]>>[C:1]([C:6](=[CH:12][NH:32][C:31]1[CH:33]=[CH:34][CH:35]=[CH:36][C:30]=1[CH3:29])[C:7]([O:9][CH2:10][CH3:11])=[O:8])(=[O:5])[CH2:2][CH2:3][CH3:4]. Yields the product C(CCC)(=O)C(C(=O)OCC)=CNC1=C(C=CC=C1)C (ethyl 2-butyryl-3-(2-methylphenylamino)acrylate). Starting materials: C(=C)S(=O)(=O)CCN(C1=CC(=CC=C1)C)CC (2-vinylsulfonylethyl-N-ethyl-m-toluidine), S([O-])(O)=O.[Na+] (sodium bisulfite), O (water), C(C)O (ethanol). Run at time 15 minute. The product is [Na]C(CN(C1=C(C(=CC=C1)C)CC=S(=O)=O)CC)S(=O)(=O)O (N-(2-Sodiosulfoethyl)-sulfonylethyl-N-ethyl-m-toluidine). As a reaction SMILES: C([S:3]([CH2:6][CH2:7][N:8]([CH2:16][CH3:17])[C:9]1[CH:14]=[CH:13][CH:12]=[C:11]([CH3:15])[CH:10]=1)(=[O:5])=[O:4])=C.[S:18](=[O:21])(O)[O-:19].[Na+:22].[CH2:23](O)[CH3:24].[OH2:26]>>[Na:22][CH:6]([S:3]([OH:4])(=[O:5])=[O:26])[CH2:7][N:8]([CH2:16][CH3:17])[C:9]1[CH:14]=[CH:13][CH:12]=[C:11]([CH3:15])[C:10]=1[CH2:23][CH:24]=[S:18](=[O:21])=[O:19] |f:1.2|. Procedure: N-(2-vinylsulfonylethyl-N-ethyl-m-toluidine (25.3 g, 0.1 m) in water solution (100 ml) is stirred with sodium bisulfite (11.0 g, 0.1 m). The reaction is heated to reflux and held for 15 min. The clear solution is drowned into ethanol (200 ml) and allowed to cool. The white solid is collected by filtration, air dried and melts at 237°-240° C. Reactants: δc(CDCl3), IC1=CC=C(OCCCCCCCCCCC(=O)OC)C=C1 (Methyl 11-(4-iodophenoxy)undecanoate), [OH-].[Na+] (sodium hydroxide). Run in CO (methanol). Yields the product IC1=CC=C(OCCCCCCCCCCC(=O)O)C=C1 (11-(4-iodophenoxy)-undecanoic acid). The yield is 98.7%. Reaction SMILES: [I:1][C:2]1[CH:22]=[CH:21][C:5]([O:6][CH2:7][CH2:8][CH2:9][CH2:10][CH2:11][CH2:12][CH2:13][CH2:14][CH2:15][CH2:16][C:17]([O:19]C)=[O:18])=[CH:4][CH:3]=1.[OH-].[Na+]>CO>[I:1][C:2]1[CH:3]=[CH:4][C:5]([O:6][CH2:7][CH2:8][CH2:9][CH2:10][CH2:11][CH2:12][CH2:13][CH2:14][CH2:15][CH2:16][C:17]([OH:19])=[O:18])=[CH:21][CH:22]=1 |f:1.2|. Reported procedure: Methyl 11-(4-iodophenoxy)undecanoate (10 g, 23.9 mmmol), in methanol (100 ml) was treated with sodium hydroxide (2.4 g, 60 mmol). The stirred reaction was heated at 40 C for 60 h. The reaction contained a heavy white precipitate at the end of the reaction. The reaction was then cooled to room temperature and concentrated in vacuo. The resulting solid was then treated with 1N hydrochloric acid (250 ml) and ethyl acetate (250 ml) and stirred vigorously until the solid had dissolved. The organic ph... Reactants: S(=O)(Cl)Cl (Thionyl chloride), COC=1C=C(C=CC(=O)O)C=CC1 (3-methoxycinnamic acid). Solvent: C1=CC=CC=C1 (benzene), petroleum ether. The product is COC=1C=C(C=CC(=O)Cl)C=CC1 (3-Methoxycinnamoyl Chloride). RXN SMILES: S(Cl)([Cl:3])=O.[CH3:5][O:6][C:7]1[CH:8]=[C:9]([CH:15]=[CH:16][CH:17]=1)[CH:10]=[CH:11][C:12](O)=[O:13]>C1C=CC=CC=1>[CH3:5][O:6][C:7]1[CH:8]=[C:9]([CH:15]=[CH:16][CH:17]=1)[CH:10]=[CH:11][C:12]([Cl:3])=[O:13]. Procedure details: Thionyl chloride (38 g.) was added dropwise to a mixture of 3-methoxycinnamic acid (50 g.) and benzene (500 ml.), and the resulting mixture was heated under reflux for 1.5 hours, then evaporated under reduced pressure on a rotary evaporator to give an oil. The oil solidified on standing at room temperature, giving 59 g. of the product. Analytical sample (m.p. 43°-45°) was obtained by recrystallization from petroleum ether. Starting materials: tetrakistriphenylphosphine palladium, ClC1=NN=CC2=CC(=CC=C12)Cl (1,6-dichlorophthalazine), C(CCC)[Sn](C(=C)OCC)(CCCC)CCCC (tributyl(1-ethoxyvinyl)stannane). Reagents/catalysts: [Cu]I (copper(I) iodide). Run in CN(C)C=O (DMF). Run at temperature 100 celsius. Product: ClC=1C=C2C=NN=C(C2=CC1)C(=C)OCC (6-chloro-1-(1-ethoxyvinyl) phthalazine). As a reaction SMILES: Cl[C:2]1[C:11]2[C:6](=[CH:7][C:8]([Cl:12])=[CH:9][CH:10]=2)[CH:5]=[N:4][N:3]=1.C([Sn](CCCC)(CCCC)[C:18]([O:20][CH2:21][CH3:22])=[CH2:19])CCC>CN(C=O)C.[Cu]I>[Cl:12][C:8]1[CH:7]=[C:6]2[C:11](=[CH:10][CH:9]=1)[C:2]([C:18]([O:20][CH2:21][CH3:22])=[CH2:19])=[N:3][N:4]=[CH:5]2. Reported procedure: In a glass tube, a mixture of 1,6-dichlorophthalazine (1.18 g, 5.93 mmol) in 7.0 mL of DMF was treated with copper(I) iodide (113 mg, 0.59 mmol), tetrakistriphenylphosphine palladium (343 mg, 0.29 mmol) followed by tributyl(1-ethoxyvinyl)stannane (2.10 mL, 6.23 mmol). The glass tube was sealed and heated at 100° C. for 25 min in a microwave. The mixture was loaded on a silica gel column, eluting with 50-100% EtOAc in Hexanes, to provide 6-chloro-1-(1-ethoxyvinyl) phthalazine as a brown oil. MS (... Reactants: OC1=CC2=C(CCN(CC2)C(=O)OC(C)(C)C)C=C1 (7-hydroxy-3-(t-butoxycarbonyl)-2,3,4,5-tetrahydro-1H-3-benzazepine), [H-].[Na+] (sodium hydride), C(C)I (Ethyl iodide). The solvent is C(C)OCC (diethyl ether), O (water), CN(C=O)C (dimethylformamide). Reaction conditions: time 0.5 hour. The product is C(C)OC1=CC2=C(CCN(CC2)C(=O)OC(C)(C)C)C=C1 (7-Ethoxy-3-(t-butoxycarbonyl)-2,3,4,5-tetrahydro-1H-3-benzazepine). Reaction SMILES: [OH:1][C:2]1[CH:19]=[CH:18][C:5]2[CH2:6][CH2:7][N:8]([C:11]([O:13][C:14]([CH3:17])([CH3:16])[CH3:15])=[O:12])[CH2:9][CH2:10][C:4]=2[CH:3]=1.[H-].[Na+].[CH2:22](I)[CH3:23]>CN(C)C=O.C(OCC)C.O>[CH2:22]([O:1][C:2]1[CH:19]=[CH:18][C:5]2[CH2:6][CH2:7][N:8]([C:11]([O:13][C:14]([CH3:16])([CH3:15])[CH3:17])=[O:12])[CH2:9][CH2:10][C:4]=2[CH:3]=1)[CH3:23] |f:1.2|. Procedure details: To a solution of 7-hydroxy-3-(t-butoxycarbonyl)-2,3,4,5-tetrahydro-1H-3-benzazepine (10 g, 38 mmol) in dimethylformamide (70 mL) was added sodium hydride (60% dispersion in oil, 1.5 g) and the resulting mixture stirred for 0.5 h. Ethyl iodide (3.6 mL, 45 mmol) was added and the mixture stirred for 12 h at 70° C. The mixture was cooled to room temperature and diluted with diethyl ether (200 mL) and water (200 mL), the layers were separated and the aqueous portion extracted with diethyl ether (200... Yield: 54.3%. Starting materials: [Cl-].[Na+] (sodium chloride), N1=CC(=CC=C1)C=O (3-pyridinecarboxaldehyde), CC1(OC(=CC1=O)C)C1=CC=CC=C1 (2,5-dimethyl-2-phenyl-3(2H)-furanone), [OH-].[Na+] (sodium hydroxide). Procedure: To a solution of 3-pyridinecarboxaldehyde (1.03 g, 9.6 mM) and 2,5-dimethyl-2-phenyl-3(2H)-furanone (1.0 g, 8 mM) in ethanol (50 mL), was added 1N aqueous sodium hydroxide (2.4 mL, 2.4 mM). The reaction solution was heated at 60° C. for 8 hours. After the reaction solution cooled to room temperature, saturated aqueous sodium chloride (200 mL) was added. The aqueous layer was extracted with diethyl ether (3×100 mL). The combined ethereal extracts were washed with saturated aqueous sodium chloride... The solvent is C(C)O (ethanol). Reaction SMILES: [N:1]1[CH:6]=[CH:5][CH:4]=[C:3]([CH:7]=O)[CH:2]=1.[CH3:9][C:10]1([C:17]2[CH:22]=[CH:21][CH:20]=[CH:19][CH:18]=2)[C:14](=[O:15])[CH:13]=[C:12]([CH3:16])[O:11]1.[OH-].[Na+].[Cl-].[Na+]>C(O)C>[C:17]1([C:10]2([CH3:9])[C:14](=[O:15])[CH:13]=[C:12]([CH:16]=[CH:7][C:3]3[CH:2]=[N:1][CH:6]=[CH:5][CH:4]=3)[O:11]2)[CH:18]=[CH:19][CH:20]=[CH:21][CH:22]=1 |f:2.3,4.5|. Run at temperature 60 celsius. The product is C1(=CC=CC=C1)C1(OC(=CC1=O)C=CC=1C=NC=CC1)C (2-Phenyl-2-methyl-5[2-(3-pyridinyl)ethenyl]-3(2H)-furanone). Run in CCOCC (ether). Product: ClC=1C=C(C(=CC1[N+](=O)[O-])COC)C(=O)N (4-Chloro-α-methoxy-5-nitro-o-toluamide). Run at time 15 minute. Procedure details: A sample of 4-chloro-α-methoxy-5-nitro-o-toluoyl chloride (1.5 g.) is added to 100 ml of ether saturated with ammonia. During the addition and for 15 minutes thereafter, the reaction temperature is kept below 20°. The precipitate solid is collected and washed well with water. The crude product (0.9) has an infrared compatible with the desired structure. Starting materials: ClC=1C=C(C(=CC1[N+](=O)[O-])COC)C(=O)Cl (4-chloro-α-methoxy-5-nitro-o-toluoyl chloride), N (ammonia). Reaction SMILES: [Cl:1][C:2]1[CH:3]=[C:4]([C:14](Cl)=[O:15])[C:5]([CH2:11][O:12][CH3:13])=[CH:6][C:7]=1[N+:8]([O-:10])=[O:9].[NH3:17]>CCOCC>[Cl:1][C:2]1[CH:3]=[C:4]([C:14]([NH2:17])=[O:15])[C:5]([CH2:11][O:12][CH3:13])=[CH:6][C:7]=1[N+:8]([O-:10])=[O:9]. The reactants are CC1N(C2=CC=CC=C2C(C1)O)C(C1=CC(=C(C(=C1)OC)OC)OC)=O (2-methyl-1-(3,4,5-trimethoxybenzoyl)-1,2,3,4-tetrahydro-4-quinolinol), N1CCCC2=CC(=CC=C12)OCCCCC(=O)OCC (ethyl 5-[(1,2,3,4-tetrahydro-6-quinolinyl)oxy]pentanoate). Product: CC1N(C2=CC=CC=C2C(C1)N1CCCC2=CC(=CC=C12)OCCCCC(=O)OCC)C(C1=CC(=C(C(=C1)OC)OC)OC)=O (Ethyl 5-[[1-[2-methyl-1-(3,4,5-trimethoxybenzoyl)-1,2,3,4-tetrahydro-4-quinolinyl]-1,2,3,4-tetrahydro-6-quinolinyl]oxy]pentanoate). The yield is 36.3%. Reaction SMILES: [CH3:1][CH:2]1[CH2:11][CH:10](O)[C:9]2[C:4](=[CH:5][CH:6]=[CH:7][CH:8]=2)[N:3]1[C:13](=[O:26])[C:14]1[CH:19]=[C:18]([O:20][CH3:21])[C:17]([O:22][CH3:23])=[C:16]([O:24][CH3:25])[CH:15]=1.[NH:27]1[C:36]2[C:31](=[CH:32][C:33]([O:37][CH2:38][CH2:39][CH2:40][CH2:41][C:42]([O:44][CH2:45][CH3:46])=[O:43])=[CH:34][CH:35]=2)[CH2:30][CH2:29][CH2:28]1>>[CH3:1][CH:2]1[CH2:11][CH:10]([N:27]2[C:36]3[C:31](=[CH:32][C:33]([O:37][CH2:38][CH2:39][CH2:40][CH2:41][C:42]([O:44][CH2:45][CH3:46])=[O:43])=[CH:34][CH:35]=3)[CH2:30][CH2:29][CH2:28]2)[C:9]2[C:4](=[CH:5][CH:6]=[CH:7][CH:8]=2)[N:3]1[C:13](=[O:26])[C:14]1[CH:15]=[C:16]([O:24][CH3:25])[C:17]([O:22][CH3:23])=[C:18]([O:20][CH3:21])[CH:19]=1. Reported procedure: Starting with 2-methyl-1-(3,4,5-trimethoxybenzoyl)-1,2,3,4-tetrahydro-4-quinolinol (1.3 g, 3.6 mmol) prepared in Reference Example 22 and ethyl 5-[(1,2,3,4-tetrahydro-6-quinolinyl)oxy]pentanoate (2.30 g, 8.28 mmol), the same procedure as shown in Example 1 was repeated to give the titled compound (806 mg, yield: 40%) as a colorless oil. (cis:trans=1:1.3)